Dataset: the Open Reaction Database (ORD), a public repository of structured organic reaction records. Task: describe an organic reaction: reactants, conditions, products, and yield Reactants: CO, NN, O=C1c2ccccc2C(=O)N1Cc1ccn[nH]c1=O, O. Yields the product NCc1ccn[nH]c1=O. RXN SMILES: [CH3:23][OH:24].[NH2:21][NH2:22].[O:1]=[c:2]1[nH:3][n:4][cH:5][cH:6][c:7]1[CH2:8][N:9]1[C:10](=[O:11])[c:12]2[c:13]([cH:14][cH:15][cH:16][cH:17]2)[C:18]1=[O:19].[OH2:20]>>[O:1]=[c:2]1[nH:3][n:4][cH:5][cH:6][c:7]1[CH2:8][NH2:9]. The reactants are [Cl-].[In+3].[Cl-].[Cl-] (indium(III) chloride), FC(C(=O)O)(F)F (trifluoroacetic acid), FC1=C(C=CC(=C1)C)C(C1C(C1)C#N)O (2-[(2-Fluoro-4-methylphenyl)(hydroxy)methyl]cyclopropanecarbonitrile), FC=1C=C2C=CNC2=C(C1)CS(=O)(=O)C (5-Fluoro-7-[(methylsulfonyl)methyl]-1H-indole). The solvent is ClCCCl (1,2-dichloroethane). The product is FC1=C(C=CC(=C1)C)C(C1C(C1)C#N)C1=CNC2=C(C=C(C=C12)F)CS(=O)(=O)C (2-[(2-Fluoro-4-methylphenyl){5-fluoro-7-[(methylsulfonyl)methyl]-1H-indol-3-yl}methyl]cyclopropanecarbonitrile). Reaction SMILES: [Cl-].[In+3].[Cl-].[Cl-].FC(F)(F)C(O)=O.[F:12][C:13]1[CH:18]=[C:17]([CH3:19])[CH:16]=[CH:15][C:14]=1[CH:20](O)[CH:21]1[CH2:23][CH:22]1[C:24]#[N:25].[F:27][C:28]1[CH:29]=[C:30]2[C:34](=[C:35]([CH2:37][S:38]([CH3:41])(=[O:40])=[O:39])[CH:36]=1)[NH:33][CH:32]=[CH:31]2>ClCCCl>[F:12][C:13]1[CH:18]=[C:17]([CH3:19])[CH:16]=[CH:15][C:14]=1[CH:20]([C:31]1[C:30]2[C:34](=[C:35]([CH2:37][S:38]([CH3:41])(=[O:39])=[O:40])[CH:36]=[C:28]([F:27])[CH:29]=2)[NH:33][CH:32]=1)[CH:21]1[CH2:23][CH:22]1[C:24]#[N:25] |f:0.1.2.3|. Reported procedure: 347 mg (1.57 mmol) of indium(III) chloride and 0.18 ml (2.35 mmol) of trifluoroacetic acid were added to 268 mg (1.31 mmol) of the compound from Example 166A and 405 mg (1.57 mmol) of the compound from Example 87A with a purity of 88% under argon in 10 ml of 1,2-dichloroethane, and the mixture was heated under reflux overnight. It was concentrated and the residue was taken up in ethyl acetate, washed with saturated aqueous sodium bicarbonate solution and saturated aqueous sodium chloride solutio... The reactants are ClC1=C(C=CC=C1)C1=C(C=C(C(N1)=O)C(=O)OC)C1=CC=C(C=C1)Cl (Methyl 6-(2-chlorophenyl)-5-(4-chlorophenyl)-2-oxo-1,2-dihydropyridine-3-carboxylate), C(=O)([O-])[O-].[Cs+].[Cs+] (Cs2CO3), BrCC(C(C)(C)C)=O (bromopinacolone). Solvent: CN(C)C=O (DMF). Run at time 1 hour. Product: ClC1=C(C=CC=C1)C1=NC(=C(C(=O)OC)C=C1C1=CC=C(C=C1)Cl)OCC(C(C)(C)C)=O (Methyl 6-(2-chlorophenyl)-5-(4-chlorophenyl)-2-(3,3-dimethyl-2-oxobutoxy)nicotinate). As a reaction SMILES: [Cl:1][C:2]1[CH:7]=[CH:6][CH:5]=[CH:4][C:3]=1[C:8]1[NH:13][C:12](=[O:14])[C:11]([C:15]([O:17][CH3:18])=[O:16])=[CH:10][C:9]=1[C:19]1[CH:24]=[CH:23][C:22]([Cl:25])=[CH:21][CH:20]=1.C([O-])([O-])=O.[Cs+].[Cs+].Br[CH2:33][C:34](=[O:39])[C:35]([CH3:38])([CH3:37])[CH3:36]>CN(C=O)C>[Cl:1][C:2]1[CH:7]=[CH:6][CH:5]=[CH:4][C:3]=1[C:8]1[C:9]([C:19]2[CH:24]=[CH:23][C:22]([Cl:25])=[CH:21][CH:20]=2)=[CH:10][C:11]([C:15]([O:17][CH3:18])=[O:16])=[C:12]([O:14][CH2:33][C:34](=[O:39])[C:35]([CH3:38])([CH3:37])[CH3:36])[N:13]=1 |f:1.2.3|. Procedure: A 25 mL rb flask was charged with 1.111 g (2.97 mmol) of the product of Step B, 1.451 g (4.45 mmol) Cs2CO3, 10 mL DMF and finally 0.5 mL (3.71 mmol) of bromopinacolone. The reaction mixture was stirred at room temperature 1 h then partitioned between EtOAc and water. The organic layer was washed with water, brine, then dried (MgSO4), filtered and evaporated. The residue was purified on a silica gel flash chromatography column eluted with 0–20% EtOAc-hexane. Evaporation of the purified fractions ... The reactants are S(=O)(=O)(OC)[O-] (methyl sulfate), FC(F)(F)C=1C(C(=NN(C1C)C1=CC=CC=C1)O)=O (trifluoromethylphenyl-1,4-dihydro-3-hydroxy-4-oxo-6methylpyridazine). The reagents and catalysts are [Br-].C(CCC)[N+](CCCC)(CCCC)CCCC (Tetrabutylammonium bromide). Run in CCOCC (ether), C1CCOC1 (THF). Reaction conditions: temperature 25 celsius, time 30 minute. Yields the product FC(F)(F)C=1C(C(=NN(C1C)C1=CC=CC=C1)OC)=O (trifluoromethylphenyl-1,4-dihydro-3-methoxy-4-oxo-6-methylpyridazine). Yield: 71.0%. Reaction SMILES: S([O-])(O[CH3:5])(=O)=O.[F:7][C:8]([C:11]1[C:12](=[O:25])[C:13]([OH:24])=[N:14][N:15]([C:18]2[CH:23]=[CH:22][CH:21]=[CH:20][CH:19]=2)[C:16]=1[CH3:17])([F:10])[F:9]>[Br-].C([N+](CCCC)(CCCC)CCCC)CCC.C1COCC1.CCOCC>[F:9][C:8]([C:11]1[C:12](=[O:25])[C:13]([O:24][CH3:5])=[N:14][N:15]([C:18]2[CH:19]=[CH:20][CH:21]=[CH:22][CH:23]=2)[C:16]=1[CH3:17])([F:7])[F:10] |f:2.3|. Reported procedure: Tetrabutylammonium bromide (635 mg), 6N soda (13 ml), and methyl sulfate (5.59 ml) are added to a solution of Compound 1 (5.31 grams) in THF. After 1 hour 30 minutes of stirring at 25° C., the solution is evaporated under vacuum, dissolved in water, and extracted with ethyl acetate. After washing with water, drying, filtration and evaporation under vacuum, a residue is obtained which is dissolved in ether and recrystallized from a 60/40 mixture of dioxane and hexane, to provide Compound 2 (3.97 ...